From a dataset of the Open Reaction Database (ORD), a public repository of structured organic reaction records. describe an organic reaction: reactants, conditions, products, and yield Starting materials: BrC1=C(C=CC=C1)SCC(=O)N(NC(C1=CC=CC=C1)=O)C(C)C (benzoic acid N′-[2-(2-bromo-phenylsulfanyl)-acetyl]-N′-isopropyl-hydrazide), C(=O)([O-])[O-].[Na+].[Na+] (Na2CO3), FC=1C=C(C=CC1)B(O)O (3-fluorophenylboronic acid), Pd[PPh3]4. Run in COCCOC (DME). Yields the product FC=1C=C(C=CC1)C1=C(C=CC=C1)SCC(=O)N(NC(C1=CC=CC=C1)=O)C(C)C (benzoic acid N′-[2-(3′-fluoro-biphenyl-2-ylsulfanyl)-acetyl]-N′-isopropyl-hydrazide). Yield: 16.7%. RXN SMILES: Br[C:2]1[CH:7]=[CH:6][CH:5]=[CH:4][C:3]=1[S:8][CH2:9][C:10]([N:12]([CH:22]([CH3:24])[CH3:23])[NH:13][C:14](=[O:21])[C:15]1[CH:20]=[CH:19][CH:18]=[CH:17][CH:16]=1)=[O:11].C([O-])([O-])=O.[Na+].[Na+].[F:31][C:32]1[CH:33]=[C:34](B(O)O)[CH:35]=[CH:36][CH:37]=1>COCCOC>[F:31][C:32]1[CH:37]=[C:36]([C:2]2[CH:7]=[CH:6][CH:5]=[CH:4][C:3]=2[S:8][CH2:9][C:10]([N:12]([CH:22]([CH3:24])[CH3:23])[NH:13][C:14](=[O:21])[C:15]2[CH:20]=[CH:19][CH:18]=[CH:17][CH:16]=2)=[O:11])[CH:35]=[CH:34][CH:33]=1 |f:1.2.3|. Procedure details: A solution of benzoic acid N′-[2-(2-bromo-phenylsulfanyl)-acetyl]-N′-isopropyl-hydrazide (50 mg, 0.123 mmol) in DME (4 ml)/2M Na2CO3 (0.645 ml, 1.29 mmol) was treated with 3-fluorophenylboronic acid (34.4 mg, 0.246 mmol) and Pd[PPh3]4 (70.2 mg, 0.061 mmol) for 65 hours at 90° C. The reaction mixture was partitioned between water and DCM. The organic layer was washed with brine, dried over sodium sulfate, filtered, and concentrated. The crude was adsorbed on silica and purified on a silica gel co... Product: CN(C)CCCN(c1ccccc1C(=O)c1ccccc1)c1ncccc1[N+](=O)[O-]. The reactants are CCCCCCCC(=O)[NH+](C(=O)CCCCCCC)C(=O)CCCCCCC, ClCCl, CN(C)CCCCl, [Cl-], Cl, O=C(c1ccccc1)c1ccccc1Nc1ncccc1[N+](=O)[O-], [Na+], [OH-], O. RXN SMILES: [C:34]([NH+:35]([C:36](=[O:37])[CH2:38][CH2:39][CH2:40][CH2:41][CH2:42][CH2:43][CH3:44])[C:45](=[O:46])[CH2:47][CH2:48][CH2:49][CH2:50][CH2:51][CH2:52][CH3:53])(=[O:54])[CH2:55][CH2:56][CH2:57][CH2:58][CH2:59][CH2:60][CH3:61].[CH2:65]([Cl:66])[Cl:67].[CH3:26][N:27]([CH2:28][CH2:29][CH2:30][Cl:31])[CH3:32].[Cl-:33].[ClH:1].[N+:2](=[O:3])([O-:4])[c:5]1[c:6]([NH:11][c:12]2[c:13]([C:18](=[O:19])[c:20]3[cH:21][cH:22][cH:23][cH:24][cH:25]3)[cH:14][cH:15][cH:16][cH:17]2)[n:7][cH:8][cH:9][cH:10]1.[Na+:63].[OH-:62].[OH2:64]>>[N+:2](=[O:3])([O-:4])[c:5]1[c:6]([N:11]([c:12]2[c:13]([C:18](=[O:19])[c:20]3[cH:21][cH:22][cH:23][cH:24][cH:25]3)[cH:14][cH:15][cH:16][cH:17]2)[CH2:30][CH2:29][CH2:28][N:27]([CH3:26])[CH3:32])[n:7][cH:8][cH:9][cH:10]1. Starting materials: CC(C)(C)[Si](C)(C)OC(CNCCc1cccc(OCCC23CC4CC(CC(C4)C2)C3)c1)c1ccc(OCc2ccccc2)c2[nH]c(=O)ccc12, CCCC[N+](CCCC)(CCCC)CCCC, [F-], C1CCOC1, O, O, O. The product is O=c1ccc2c(C(O)CNCCc3cccc(OCCC45CC6CC(CC(C6)C4)C5)c3)ccc(OCc3ccccc3)c2[nH]1. As a reaction SMILES: [C:1]12([CH2:11][CH2:12][O:13][c:14]3[cH:15][c:16]([CH2:20][CH2:21][NH:22][CH2:23][CH:24]([O:25][Si:26]([C:27]([CH3:28])([CH3:29])[CH3:30])([CH3:31])[CH3:32])[c:33]4[c:34]5[cH:35][cH:36][c:37](=[O:51])[nH:38][c:39]5[c:40]([O:43][CH2:44][c:45]5[cH:46][cH:47][cH:48][cH:49][cH:50]5)[cH:41][cH:42]4)[cH:17][cH:18][cH:19]3)[CH2:2][CH:3]3[CH2:4][CH:5]([CH2:6][CH:7]([CH2:8]1)[CH2:9]3)[CH2:10]2.[CH2:56]([N+:57]([CH2:58][CH2:59][CH2:60][CH3:61])([CH2:62][CH2:63][CH2:64][CH3:65])[CH2:66][CH2:67][CH2:68][CH3:69])[CH2:70][CH2:71][CH3:72].[F-:55].[O:73]1[CH2:74][CH2:75][CH2:76][CH2:77]1.[OH2:52].[OH2:53].[OH2:54]>>[C:1]12([CH2:11][CH2:12][O:13][c:14]3[cH:15][c:16]([CH2:20][CH2:21][NH:22][CH2:23][CH:24]([OH:25])[c:33]4[c:34]5[cH:35][cH:36][c:37](=[O:51])[nH:38][c:39]5[c:40]([O:43][CH2:44][c:45]5[cH:46][cH:47][cH:48][cH:49][cH:50]5)[cH:41][cH:42]4)[cH:17][cH:18][cH:19]3)[CH2:2][CH:3]3[CH2:4][CH:5]([CH2:6][CH:7]([CH2:8]1)[CH2:9]3)[CH2:10]2. The reactants are C(C)(=O)O[BH-](OC(C)=O)OC(C)=O.[Na+] (sodium triacetoxyborohydride), NC1=C2C(=NC=N1)N(N=C2I)C2CCC(CC2)=O (4-(4-amino-3-iodo-1H-pyrazolo[3,4-d]pyrimidin-1-yl)-1-cyclohexanone), CN1CCNCC1 (N-methylpiperazine), C(C)(=O)O (acetic acid), C(C)(=O)O[BH-](OC(C)=O)OC(C)=O.[Na+] (sodium triacetoxyborohydride). Solvent: ClCCCl (1,2-dichloroethane). Reaction conditions: temperature 40 celsius, time 10 minute. The product is IC1=NN(C2=NC=NC(=C21)N)[C@@H]2CC[C@@H](CC2)N2CCN(CC2)C (cis-3-iodo-1-[4-(4-methylpiperazino)cyclohexyl]-1H-pyrazolo[3,4-d]pyrimidin-4-amine). The yield is 56.8%. As a reaction SMILES: [NH2:1][C:2]1[N:7]=[CH:6][N:5]=[C:4]2[N:8]([CH:12]3[CH2:17][CH2:16][C:15](=O)[CH2:14][CH2:13]3)[N:9]=[C:10]([I:11])[C:3]=12.[CH3:19][N:20]1[CH2:25][CH2:24][NH:23][CH2:22][CH2:21]1.C(O)(=O)C.C(O[BH-](OC(=O)C)OC(=O)C)(=O)C.[Na+]>ClCCCl>[I:11][C:10]1[C:3]2[C:4](=[N:5][CH:6]=[N:7][C:2]=2[NH2:1])[N:8]([C@H:12]2[CH2:17][CH2:16][C@@H:15]([N:23]3[CH2:24][CH2:25][N:20]([CH3:19])[CH2:21][CH2:22]3)[CH2:14][CH2:13]2)[N:9]=1 |f:3.4|. Procedure: A mixture of 4-(4-amino-3-iodo-1H-pyrazolo[3,4-d]pyrimidin-1-yl)-1-cyclohexanone (Intermediate AK) (1.32 g, 0.0037 mol), N-methylpiperazine (1.11 g, 0.011 mol) and acetic acid (0.66 g, 0.011 mol) in 1,2-dichloroethane (50 mL) was stirred for 10 min at 40° C. and sodium triacetoxyborohydride (1.09 g, 0.0052 mol) was added at once. The mixture was stirred at ambient temperature under an atmosphere of nitrogen for 24 hours and sodium triacetoxyborohydride (0.25 g, 0.0012 mol) was added. The mixture...